From a dataset of the Open Reaction Database (ORD), a public repository of structured organic reaction records. describe an organic reaction: reactants, conditions, products, and yield Starting materials: OC1=CC=C(C=O)C=C1 (4-hydroxybenzaldehyde), C(=O)([O-])[O-].[K+].[K+] (K2CO3), CS(=O)(=O)Cl (methanesulfonylchloride). Solvent: CN(C)C=O (DMF), C(C)(=O)OCC (ethyl acetate). Reaction conditions: time 16 hour. Yields the product CS(=O)(=O)OC1=CC=C(C=O)C=C1 (4-methanesulfonyloxybenzaldehyde). Isolated yield 24.4%. RXN SMILES: [OH:1][C:2]1[CH:9]=[CH:8][C:5]([CH:6]=[O:7])=[CH:4][CH:3]=1.C([O-])([O-])=O.[K+].[K+].[CH3:16][S:17](Cl)(=[O:19])=[O:18]>CN(C=O)C.C(OCC)(=O)C>[CH3:16][S:17]([O:1][C:2]1[CH:9]=[CH:8][C:5]([CH:6]=[O:7])=[CH:4][CH:3]=1)(=[O:19])=[O:18] |f:1.2.3|. Reported procedure: A mixture of 4-hydroxybenzaldehyde (5.0 gm, 1.0 eq, 40.98 mmol), anhydrous K2CO3 (17 g, 3 eq, 123 mmol), and methanesulfonylchloride (4.76 mL, 1.5 eq, 61.37 mmol) in dry DMF (200 mL) was stirred at RT for 16 h. The reaction mixture was diluted with ethyl acetate (200 mL) and washed with water and brine. Organic layer was dried (Na2SO4), condensed, and the residue obtained was chromatographed using ethyl acetate and hexanes to obtain the title compound as white solid (2.0 g, 25%). Mp: 60-62° C.